From a dataset of the Open Reaction Database (ORD), a public repository of structured organic reaction records. describe an organic reaction: reactants, conditions, products, and yield The reactants are C(C1=CC=CC=C1)C(N)C1OC2=C(C1)C=CC=C2C2=C(C(=CC=C2)OC)OC ((±)-benzyl[7-(2,3-dimethoxyphenyl)-2,3-dihydro-1-benzofuran-2-yl]methanamine), Intermediate 12, C(C)(C)N(CC)C(C)C (diisopropylethylamine), ClC(=O)OCC1=CC=CC=C1 (benzyl chloroformate). Yields the product COC1=C(C=CC=C1OC)C1=CC=CC=2CC(OC21)CNC(OCC2=CC=CC=C2)=O ((±)-benzyl {[7-(2,3-dimethoxyphenyl)-2,3-dihydro-1-benzofuran-2-yl]methyl}carbamate). The yield is 91.2%. RXN SMILES: C([CH:8]([CH:10]1[CH2:14][C:13]2[CH:15]=[CH:16][CH:17]=[C:18]([C:19]3[CH:24]=[CH:23][CH:22]=[C:21]([O:25][CH3:26])[C:20]=3[O:27][CH3:28])[C:12]=2[O:11]1)[NH2:9])C1C=CC=CC=1.C(N(C(C)C)CC)(C)C.Cl[C:39]([O:41][CH2:42][C:43]1[CH:48]=[CH:47][CH:46]=[CH:45][CH:44]=1)=[O:40]>>[CH3:28][O:27][C:20]1[C:21]([O:25][CH3:26])=[CH:22][CH:23]=[CH:24][C:19]=1[C:18]1[C:12]2[O:11][CH:10]([CH2:8][NH:9][C:39](=[O:40])[O:41][CH2:42][C:43]3[CH:48]=[CH:47][CH:46]=[CH:45][CH:44]=3)[CH2:14][C:13]=2[CH:15]=[CH:16][CH:17]=1. Reported procedure: Treatment of (±)-benzyl[7-(2,3-dimethoxyphenyl)-2,3-dihydro-1-benzofuran-2-yl]methanamine (2.7 g, 8.39 mmol) with diisopropylethylamine (1.63 g, 12.59 mmol) and benzyl chloroformate (1.72 g, 10.07 mmol) generally according to the procedure described for Intermediate 12 provided 3.21 g (91%) of (±)-benzyl {[7-(2,3-dimethoxyphenyl)-2,3-dihydro-1-benzofuran-2-yl]methyl}carbamate as a colorless oil. Starting materials: CN(C)C=O, CN1CCCC1, CCO, Cl, Cl, NC1CNC1, Nc1nc(-n2cc(C(=O)O)c(=O)c3cc(F)c(F)c(Br)c32)c(F)cc1F. Product: Nc1nc(-n2cc(C(=O)O)c(=O)c3cc(F)c(N4CC(N)C4)c(Br)c32)c(F)cc1F. RXN SMILES: [CH3:1][N:2]([CH3:3])[CH:4]=[O:5].[CH3:39][N:40]1[CH2:41][CH2:42][CH2:43][CH2:44]1.[CH3:45][CH2:46][OH:47].[ClH:32].[ClH:33].[NH2:34][CH:35]1[CH2:36][NH:37][CH2:38]1.[NH2:6][c:7]1[c:8]([F:31])[cH:9][c:10]([F:30])[c:11](-[n:13]2[cH:14][c:15]([C:27](=[O:28])[OH:29])[c:16](=[O:26])[c:17]3[cH:18][c:19]([F:25])[c:20]([F:24])[c:21]([Br:23])[c:22]23)[n:12]1>>[NH2:6][c:7]1[c:8]([F:31])[cH:9][c:10]([F:30])[c:11](-[n:13]2[cH:14][c:15]([C:27](=[O:28])[OH:29])[c:16](=[O:26])[c:17]3[cH:18][c:19]([F:25])[c:20]([N:37]4[CH2:36][CH:35]([NH2:34])[CH2:38]4)[c:21]([Br:23])[c:22]23)[n:12]1.